Dataset: the Open Reaction Database (ORD), a public repository of structured organic reaction records. Task: describe an organic reaction: reactants, conditions, products, and yield Reactants: O1C(=CC=C1)C(=O)O (2-furancarboxylic acid), C(C)O (ethanol), N,N'-carbonyldiimidazole, NC1=NC2=NC(=CC=C2C=C1)OC1=CC=CC=C1 (2-amino-7-phenoxy-1,8-naphthyridine). Solvent: O (water). Conditions: temperature 4 celsius. Product: O(C1=CC=CC=C1)C1=CC=C2C=CC(=NC2=N1)NC(=O)C=1OC=CC1 (N-(7-Phenoxy-1,8-naphthyridin-2-yl)-2-furancarboxamide). Yield: 86.7%. As a reaction SMILES: [O:1]1[CH:5]=[CH:4][CH:3]=[C:2]1[C:6]([OH:8])=O.[NH2:9][C:10]1[CH:19]=[CH:18][C:17]2[C:12](=[N:13][C:14]([O:20][C:21]3[CH:26]=[CH:25][CH:24]=[CH:23][CH:22]=3)=[CH:15][CH:16]=2)[N:11]=1.C(O)C>O>[O:20]([C:14]1[N:13]=[C:12]2[C:17]([CH:18]=[CH:19][C:10]([NH:9][C:6]([C:2]3[O:1][CH:5]=[CH:4][CH:3]=3)=[O:8])=[N:11]2)=[CH:16][CH:15]=1)[C:21]1[CH:22]=[CH:23][CH:24]=[CH:25][CH:26]=1. Procedure details: The procedure is similar to that described in Example 1, but starting with 2-furancarboxylic acid (7.5 g), N,N'-carbonyldiimidazole (10.9 g) and 2-amino-7-phenoxy-1,8-naphthyridine (11.9 g). The product produced by precipitation in water (15.7 g; m.p. 164° C.) is dissolved in boiling ethanol (200 cc). After 2 hours' cooling at 4° C., the crystallised solid is separated by filtration, washed with ethanol (15 cc) and dried at 40° C. under reduced pressure (0.067 kPa). N-(7-Phenoxy-1,8-naphthyridin...